This data is from the Open Reaction Database (ORD), a public repository of structured organic reaction records. The task is: describe an organic reaction: reactants, conditions, products, and yield Starting materials: ClC1=CC(=C(CN2N=CC3=CC(=CC=C23)\C=C/2\C(NC(S2)=O)=O)C=C1)C(F)(F)F ((5Z)-5-({1-[4-chloro-2-(trifluoromethyl)benzyl]-1H-indazol-5-yl}methylidene)-2,4-dioxo-1,3-thiazolidine), BrCCCl (1-bromo-2-chloroethane), Cl.FC1(CNCC1)F (3,3-difluoropyrrolidine hydrochloride). The product is ClC1=CC(=C(CN2N=CC3=CC(=CC=C23)\C=C/2\C(N(C(S2)=O)CCN2CC(CC2)(F)F)=O)C=C1)C(F)(F)F ((5Z)-5-({1-[4-Chloro-2-(trifluoromethyl)benzyl]-1H-indazol-5-yl}methylidene)-3-[2-(3,3-difluoropyrrolidin-1-yl)ethyl]-1,3-thiazolidine-2,4-dione). As a reaction SMILES: [Cl:1][C:2]1[CH:25]=[CH:24][C:5]([CH2:6][N:7]2[C:15]3[C:10](=[CH:11][C:12](/[CH:16]=[C:17]4/[C:18](=[O:23])[NH:19][C:20](=[O:22])[S:21]/4)=[CH:13][CH:14]=3)[CH:9]=[N:8]2)=[C:4]([C:26]([F:29])([F:28])[F:27])[CH:3]=1.Br[CH2:31][CH2:32]Cl.Cl.[F:35][C:36]1([F:41])[CH2:40][CH2:39][NH:38][CH2:37]1>>[Cl:1][C:2]1[CH:25]=[CH:24][C:5]([CH2:6][N:7]2[C:15]3[C:10](=[CH:11][C:12](/[CH:16]=[C:17]4/[C:18](=[O:23])[N:19]([CH2:40][CH2:39][N:38]5[CH2:32][CH2:31][C:36]([F:41])([F:35])[CH2:37]5)[C:20](=[O:22])[S:21]/4)=[CH:13][CH:14]=3)[CH:9]=[N:8]2)=[C:4]([C:26]([F:27])([F:29])[F:28])[CH:3]=1 |f:2.3|. Reported procedure: (5Z)-5-({1-[4-Chloro-2-(trifluoromethyl)benzyl]-1H-indazol-5-yl}methylidene)-3-[2-(3,3-difluoropyrrolidin-1-yl)ethyl]-1,3-thiazolidine-2,4-dione was prepared from [(5Z)-5-({1-[4-chloro-2-(trifluoromethyl)benzyl]-1H-indazol-5-yl}methylidene)-2,4-dioxo-1,3-thiazolidine (from Example 1), 1-bromo-2-chloroethane and 3,3-difluoropyrrolidine hydrochloride following General Procedure G. The reactants are CCOc1ccc(-c2nccnc2N2CCN(C(=O)OC(C)(C)C)CC2)cc1, C1COCCO1, ClCCl, Cl. The product is CCOc1ccc(-c2nccnc2N2CCNCC2)cc1. RXN SMILES: [C:1]([O:2][C:3](=[O:4])[N:8]1[CH2:9][CH2:10][N:11]([c:14]2[n:15][cH:16][cH:17][n:18][c:19]2-[c:20]2[cH:21][cH:22][c:23]([O:26][CH2:27][CH3:28])[cH:24][cH:25]2)[CH2:12][CH2:13]1)([CH3:5])([CH3:6])[CH3:7].[CH2:30]1[O:31][CH2:32][CH2:33][O:34][CH2:35]1.[Cl:36][CH2:37][Cl:38].[ClH:29]>>[NH:8]1[CH2:9][CH2:10][N:11]([c:14]2[n:15][cH:16][cH:17][n:18][c:19]2-[c:20]2[cH:21][cH:22][c:23]([O:26][CH2:27][CH3:28])[cH:24][cH:25]2)[CH2:12][CH2:13]1. Starting materials: C1CCOC1, CNC, O=Cc1ccc2[nH]c(-c3n[nH]cc3NC(=O)c3c(F)cccc3F)nc2c1. The product is CN(C)Cc1ccc2[nH]c(-c3n[nH]cc3NC(=O)c3c(F)cccc3F)nc2c1. As a reaction SMILES: [CH2:31]1[O:32][CH2:33][CH2:34][CH2:35]1.[CH3:28][NH:29][CH3:30].[F:1][c:2]1[c:3]([C:4](=[O:5])[NH:6][c:7]2[c:8](-[c:12]3[n:13][c:14]4[c:15]([nH:16]3)[cH:17][cH:18][c:19]([CH:21]=[O:22])[cH:20]4)[n:9][nH:10][cH:11]2)[c:23]([F:27])[cH:24][cH:25][cH:26]1>>[F:1][c:2]1[c:3]([C:4](=[O:5])[NH:6][c:7]2[c:8](-[c:12]3[n:13][c:14]4[c:15]([nH:16]3)[cH:17][cH:18][c:19]([CH2:21][N:29]([CH3:28])[CH3:30])[cH:20]4)[n:9][nH:10][cH:11]2)[c:23]([F:27])[cH:24][cH:25][cH:26]1.